Dataset: the Open Reaction Database (ORD), a public repository of structured organic reaction records. Task: describe an organic reaction: reactants, conditions, products, and yield Reactants: CC1(C)CNCCN1, CCOCC, Cn1cc(C(=O)O)c(=O)c2cc3cc(F)c(Cl)cc3nc21, c1ccncc1. The product is Cn1cc(C(=O)O)c(=O)c2cc3cc(F)c(N4CCNC(C)(C)C4)cc3nc21. Reaction SMILES: [CH3:22][C:23]1([CH3:29])[NH:24][CH2:25][CH2:26][NH:27][CH2:28]1.[CH3:36][CH2:37][O:38][CH2:39][CH3:40].[Cl:1][c:2]1[c:3]([F:21])[cH:4][c:5]2[c:6]([n:7][c:8]3[n:9]([CH3:19])[cH:10][c:11]([C:16](=[O:17])[OH:18])[c:12](=[O:15])[c:13]3[cH:14]2)[cH:20]1.[cH:30]1[cH:31][cH:32][n:33][cH:34][cH:35]1>>[c:2]1([N:27]2[CH2:26][CH2:25][NH:24][C:23]([CH3:22])([CH3:29])[CH2:28]2)[c:3]([F:21])[cH:4][c:5]2[c:6]([n:7][c:8]3[n:9]([CH3:19])[cH:10][c:11]([C:16](=[O:17])[OH:18])[c:12](=[O:15])[c:13]3[cH:14]2)[cH:20]1. The reactants are CCO, C1CN(C2CC2)CCN1, CC(C)O, Clc1cncc(Cl)n1, Cl, OCC(F)(F)F. Yields the product Clc1cncc(N2CCN(C3CC3)CC2)n1, Cl. Reaction SMILES: [CH2:29]([OH:30])[CH3:31].[CH:1]1([N:4]2[CH2:5][CH2:6][NH:7][CH2:8][CH2:9]2)[CH2:2][CH2:3]1.[CH:25]([OH:26])([CH3:27])[CH3:28].[Cl:10][c:11]1[n:12][c:13]([Cl:17])[cH:14][n:15][cH:16]1.[ClH:18].[OH:19][CH2:20][C:21]([F:22])([F:23])[F:24]>>[CH:1]1([N:4]2[CH2:5][CH2:6][N:7]([c:11]3[n:12][c:13]([Cl:17])[cH:14][n:15][cH:16]3)[CH2:8][CH2:9]2)[CH2:2][CH2:3]1.[ClH:10]. Starting materials: [OH-].[Na+] (sodium hydroxide), ClC1=NC(=CC(=C1C#N)C)N1C=NC=C1 (2-chloro-3-cyano-6-(imidazol-1-yl)-4-methylpyridine), C([O-])(O)=O.[Na+] (sodium bicarbonate). Solvent: O (water), S(O)(O)(=O)=O (sulfuric acid). Product: ClC1=NC(=CC(=C1C(=O)N)C)N1C=NC=C1 (2-Chloro-6-(imidazol-1-yl)-4-methylpyridine-3-carboxamide). RXN SMILES: [Cl:1][C:2]1[C:7]([C:8]#[N:9])=[C:6]([CH3:10])[CH:5]=[C:4]([N:11]2[CH:15]=[CH:14][N:13]=[CH:12]2)[N:3]=1.[OH-].[Na+].C(=O)(O)[O-:19].[Na+]>S(=O)(=O)(O)O.O>[Cl:1][C:2]1[C:7]([C:8]([NH2:9])=[O:19])=[C:6]([CH3:10])[CH:5]=[C:4]([N:11]2[CH:15]=[CH:14][N:13]=[CH:12]2)[N:3]=1 |f:1.2,3.4|. Procedure details: A solution of 2-chloro-3-cyano-6-(imidazol-1-yl)-4-methylpyridine (2.1 g) in concentrated sulfuric acid (5 mL) was heated at 130° C. for 15 minutes. The mixture was cooled to room temperature, diluted with water (10 mL), and adjusted to pH 7 with 20% sodium hydroxide solution followed by solid sodium bicarbonate. The crystalline product was removed by filtration and dried to give 2.35 g of the title compound, suitable for use in the next reaction. RXN SMILES: [C:1]([CH3:2])([CH3:3])([CH3:4])[O:5][C:6](=[O:7])[N:8]1[CH2:9][CH:10]2[CH:11]([N:12]3[c:13]4[c:14]([cH:15][c:16]([Br:19])[cH:17][c:18]42)[CH2:20][CH2:21]3)[CH2:22][CH2:23]1.[CH:24]([CH3:25])([CH3:26])[c:27]1[c:28]([B:35]([OH:36])[OH:37])[cH:29][cH:30][c:31]([O:33][CH3:34])[cH:32]1>>[C:1]([CH3:2])([CH3:3])([CH3:4])[O:5][C:6](=[O:7])[N:8]1[CH2:9][CH:10]2[CH:11]([N:12]3[c:13]4[c:14]([cH:15][c:16](-[c:28]5[c:27]([CH:24]([CH3:25])[CH3:26])[cH:32][c:31]([O:33][CH3:34])[cH:30][cH:29]5)[cH:17][c:18]42)[CH2:20][CH2:21]3)[CH2:22][CH2:23]1. Starting materials: CC(C)(C)OC(=O)N1CCC2C(C1)c1cc(Br)cc3c1N2CC3, COc1ccc(B(O)O)c(C(C)C)c1. The product is COc1ccc(-c2cc3c4c(c2)C2CN(C(=O)OC(C)(C)C)CCC2N4CC3)c(C(C)C)c1. Product: sulfopropyl ester, C[C@@]12CCC[C@@]([C@H]1CC[C@]34[C@H]2CC[C@](C3)(C(=C)C4)O)(C)C(=O)O (steviol). Solvent: OP(=O)(O)[O-].[K+] (KH2PO4), CC#N (CH3CN), C(Cl)(Cl)Cl.CO.O (CHCl3 CH3OH H2O). As a reaction SMILES: C[C@H]1O[C@@H]([O:8][C@:9]23[C:24](=[CH2:25])[CH2:23][C@:21]4([CH2:22]2)[C@H:12]([C@@:13]2([CH3:41])[C@H:18]([CH2:19][CH2:20]4)[C@@:17]([C:27]([O:29][C@@H]4O[C@H](CO)[C@@H](O)[C@H](O)[C@H]4O)=[O:28])([CH3:26])[CH2:16][CH2:15][CH2:14]2)[CH2:11][CH2:10]3)[C@@H](O[C@@H]2O[C@H](CO)[C@@H](O)[C@H](O[C@@H]3O[C@H](CO)[C@@H](O)[C@H](O)[C@H]3O)[C@H]2O)[C@@H](O)[C@@H]1O.[K].P([O-])([O-])([O-])=O.SC[C@H]([C@@H](CS)O)O.O[C@H]1O[C@H](CO)[C@@H](O)[C@H](O)[C@H]1O>OP([O-])(O)=O.[K+].CC#N.C(Cl)(Cl)Cl.CO.O>[CH3:41][C@:13]12[C@@H:12]3[CH2:11][CH2:10][C@@:9]4([OH:8])[C:24]([CH2:23][C@@:21]3([CH2:22]4)[CH2:20][CH2:19][C@@H:18]1[C@@:17]([C:27]([OH:29])=[O:28])([CH3:26])[CH2:16][CH2:15][CH2:14]2)=[CH2:25] |f:5.6,8.9.10,^1:66|. Procedure details: Rebaudioside C, 3-sulfopropyl ester, potassium salt prepared as in Part B. was incubated anaerobically for three days at 37° C. with 5% fresh rat cecal contents at concentrations of 0.25, 0.5, and 1.0 mg/ml, in sterile Krebs-Ringer 0.25 M phosphate buffer (pH 7.4) containing 0.25 mg/ml dithiothreitol and 0.25 mg/ml α-D-glucose. TLC [silica gel F-254; CHCl3 :CH3OH:H2O (15:10:2)] and HPLC [30 cm C-18 on μ-Bondapak; 15 min linear gradient of 10-40% CH3CN in 0.005 M KH2PO4 (pH 3.45); 200 nm] analysi... Starting materials: C[C@@H]1[C@H]([C@@H]([C@@H]([C@@H](O1)O[C@@]23CC[C@H]4[C@@]5(CCC[C@@]([C@H]5CC[C@]4(C2)CC3=C)(C)C(=O)O[C@H]6[C@@H]([C@H]([C@@H]([C@H](O6)CO)O)O)O)C)O[C@H]7[C@@H]([C@H]([C@@H]([C@H](O7)CO)O)O[C@H]8[C@@H]([C@H]([C@@H]([C@H](O8)CO)O)O)O)O)O)O (Rebaudioside C), 3-sulfopropyl ester, [K] (potassium), P(=O)([O-])([O-])[O-] (phosphate), SC[C@@H](O)[C@H](O)CS (dithiothreitol), O[C@@H]1[C@H](O)[C@@H](O)[C@H](O)[C@H](O1)CO (α-D-glucose), C[C@@H]1[C@H]([C@@H]([C@@H]([C@@H](O1)O[C@@]23CC[C@H]4[C@@]5(CCC[C@@]([C@H]5CC[C@]4(C2)CC3=C)(C)C(=O)O[C@H]6[C@@H]([C@H]([C@@H]([C@H](O6)CO)O)O)O)C)O[C@H]7[C@@H]([C@H]([C@@H]([C@H](O7)CO)O)O[C@H]8[C@@H]([C@H]([C@@H]([C@H](O8)CO)O)O)O)O)O)O (rebaudioside C), 4-sulfopropyl ester. The reactants are CO, Cc1ccccc1, CCCCCC, C[Al](C)C, Cc1ccc(CC#N)cc1, [Cl-], [NH4+]. The product is Cl, Cc1ccc(CC(=N)N)cc1. As a reaction SMILES: [CH3:17][OH:18].[CH3:19][c:20]1[cH:21][cH:22][cH:23][cH:24][cH:25]1.[CH3:26][CH2:27][CH2:28][CH2:29][CH2:30][CH3:31].[CH3:3][Al:4]([CH3:5])[CH3:6].[CH3:7][c:8]1[cH:9][cH:10][c:11]([CH2:12][C:13]#[N:14])[cH:15][cH:16]1.[Cl-:1].[NH4+:2]>>[ClH:1].[NH2:2][C:13]([CH2:12][c:11]1[cH:10][cH:9][c:8]([CH3:7])[cH:16][cH:15]1)=[NH:14]. The reactants are C1COCCO1, CCOC(C)=O, C=Cc1nc2ncccc2[nH]1, [O-][I+3]([O-])([O-])[O-], [Na+], O. Yields the product O=Cc1nc2ncccc2[nH]1. As a reaction SMILES: [CH2:18]1[O:19][CH2:20][CH2:21][O:22][CH2:23]1.[CH3:25][CH2:26][O:27][C:28](=[O:29])[CH3:30].[CH:1](=[CH2:2])[c:3]1[nH:4][c:5]2[c:6]([n:7][cH:8][cH:9][cH:10]2)[n:11]1.[I+3:12]([O-:13])([O-:14])([O-:15])[O-:16].[Na+:17].[OH2:24]>>[CH:1]([c:3]1[nH:4][c:5]2[c:6]([n:7][cH:8][cH:9][cH:10]2)[n:11]1)=[O:13]. Solvent: ClCCl (dichloromethane). Reaction SMILES: [Cl:1]C(OC(Cl)C)=O.C([N:15]1[CH2:41][CH2:40][CH2:39][C:17]2([O:21][CH2:20][C:19]([C:22]3[CH:27]=[C:26]([N:28]4[C:32]([C:33]([F:36])([F:35])[F:34])=[N:31][N:30]=[N:29]4)[CH:25]=[CH:24][C:23]=3[O:37][CH3:38])=[CH:18]2)[CH2:16]1)C1C=CC=CC=1>ClCCl>[ClH:1].[CH3:38][O:37][C:23]1[CH:24]=[CH:25][C:26]([N:28]2[C:32]([C:33]([F:35])([F:36])[F:34])=[N:31][N:30]=[N:29]2)=[CH:27][C:22]=1[C:19]1[CH2:20][O:21][C:17]2([CH2:39][CH2:40][CH2:41][NH:15][CH2:16]2)[CH:18]=1 |f:3.4|. Reported procedure: 1-Chloroethyl chloroformate (1.9 ml, 17.6 mmol) was added dropwise at 4° C. to a solution of 7-benzyl-3-(2-methoxy-5-(5-trifluoromethyl-1H-tetrazol-1-yl)phenyl)-1-oxa-7-azaspiro[4,5]dec-3-ene (free base of Ex. 2; 6.16 g, 13.07 mmol) in dichloromethane (60 ml). The reaction mixture was stirred at -4° C. for 30 minutes, allowed to warm to room temperature over 30 minutes and stirred at room temperature for 15 minutes. The reaction mixture was concentrated in vacuo, the residual red oil dissolved i... Run at temperature -4 celsius, time 30 minute. The product is Cl.COC1=C(C=C(C=C1)N1N=NN=C1C(F)(F)F)C=1COC2(C1)CNCCC2 (3-(2-Methoxy-5-(5-trifluoromethyl-1H-tetrazol-1-yl)phenyl)-1-oxa-7-azaspiro[4,5]dec-3-ene hydrochloride). Reactants: ClC(=O)OC(C)Cl (1-Chloroethyl chloroformate), C(C1=CC=CC=C1)N1CC2(C=C(CO2)C2=C(C=CC(=C2)N2N=NN=C2C(F)(F)F)OC)CCC1 (7-benzyl-3-(2-methoxy-5-(5-trifluoromethyl-1H-tetrazol-1-yl)phenyl)-1-oxa-7-azaspiro[4,5]dec-3-ene).